This data is from the Open Reaction Database (ORD), a public repository of structured organic reaction records. The task is: describe an organic reaction: reactants, conditions, products, and yield The reactants are CN(C(C(=O)NC1=CC=C(C(=N1)C#C[Si](C(C)C)(C(C)C)C(C)C)B(O)O)C)C(=O)OC(C)(C)C ([6-[2-[methyl-[(2-methylpropan-2-yl)oxycarbonyl]amino]propanoylamino]-2-[2-tri(propan-2-yl)silylethynyl]pyridin-3-yl]boronic acid), BrC1=C(N=C2N1C=CC=C2)C (3-bromo-2-methylimidazo[1,2-a]pyridine), C(=O)([O-])[O-].[Na+].[Na+] (Na2CO3), O1CCOCC1 (dioxane). The reagents and catalysts are Cl[Pd]([P](C1=CC=CC=C1)(C2=CC=CC=C2)C3=CC=CC=C3)([P](C4=CC=CC=C4)(C5=CC=CC=C5)C6=CC=CC=C6)Cl (Dichlorobis(triphenylphosphine)palladium(II)). Solvent: O (water), O (water). Conditions: temperature 60 celsius, time 2 hour. Product: C(C)(C)(C)OC(N(C(C(=O)NC1=NC(=C(C=C1)C1=C(N=C2N1C=CC=C2)C)C#C[Si](C(C)C)(C(C)C)C(C)C)C)C)=O (tert-butyl-N-methyl-N-[1-[[5-(2-methylimidazo[1,2-a]pyridin-3-yl)-6-[2-tri-(propan-2-yl)silylethynyl]pyridin-2-yl]amino]-1-oxopropan-2-yl]carbamate). RXN SMILES: [CH3:1][N:2]([C:29]([O:31][C:32]([CH3:35])([CH3:34])[CH3:33])=[O:30])[CH:3]([CH3:28])[C:4]([NH:6][C:7]1[N:12]=[C:11]([C:13]#[C:14][Si:15]([CH:22]([CH3:24])[CH3:23])([CH:19]([CH3:21])[CH3:20])[CH:16]([CH3:18])[CH3:17])[C:10](B(O)O)=[CH:9][CH:8]=1)=[O:5].Br[C:37]1[N:41]2[CH:42]=[CH:43][CH:44]=[CH:45][C:40]2=[N:39][C:38]=1[CH3:46].C([O-])([O-])=O.[Na+].[Na+].O1CCOCC1>O.Cl[Pd](Cl)([P](C1C=CC=CC=1)(C1C=CC=CC=1)C1C=CC=CC=1)[P](C1C=CC=CC=1)(C1C=CC=CC=1)C1C=CC=CC=1>[C:32]([O:31][C:29](=[O:30])[N:2]([CH3:1])[CH:3]([CH3:28])[C:4]([NH:6][C:7]1[CH:8]=[CH:9][C:10]([C:37]2[N:41]3[CH:42]=[CH:43][CH:44]=[CH:45][C:40]3=[N:39][C:38]=2[CH3:46])=[C:11]([C:13]#[C:14][Si:15]([CH:22]([CH3:24])[CH3:23])([CH:16]([CH3:18])[CH3:17])[CH:19]([CH3:21])[CH3:20])[N:12]=1)=[O:5])([CH3:34])([CH3:33])[CH3:35] |f:2.3.4,^1:62,81|. Procedure details: A mixture of [6-[2-[methyl-[(2-methylpropan-2-yl)oxycarbonyl]amino]propanoylamino]-2-[2-tri(propan-2-yl)silylethynyl]pyridin-3-yl]boronic acid D1a (1.5 g, 3.0 mmol), 3-bromo-2-methylimidazo[1,2-a]pyridine (842 mg, 3.9 mmol), Na2CO3 (0.95 g, 8.9 mmol), Dichlorobis(triphenylphosphine)palladium(II) (209 mg, 0.3 mmol), dioxane (30 ml) and water (5 ml) is stirred under argon atmosphere for 2 h at 60° C. The mixture is diluted with water and extracted with DCM. The combined organic layers are dried ov... The reactants are CC1=NC(=CC=C1CO)C1=CC=C(C=C1)OC(F)(F)F ([2-methyl-6-(4-trifluoromethoxy-phenyl)-pyridin-3-yl]-methanol), O=S(Cl)Cl (SOCl2). The solvent is C(Cl)Cl (CH2Cl2). The product is ClCC=1C(=NC(=CC1)C1=CC=C(C=C1)OC(F)(F)F)C (3-Chloromethyl-2-methyl-6-(4-trifluoromethoxy-phenyl)-pyridine). As a reaction SMILES: [CH3:1][C:2]1[C:7]([CH2:8]O)=[CH:6][CH:5]=[C:4]([C:10]2[CH:15]=[CH:14][C:13]([O:16][C:17]([F:20])([F:19])[F:18])=[CH:12][CH:11]=2)[N:3]=1.O=S(Cl)[Cl:23]>C(Cl)Cl>[Cl:23][CH2:8][C:7]1[C:2]([CH3:1])=[N:3][C:4]([C:10]2[CH:15]=[CH:14][C:13]([O:16][C:17]([F:20])([F:19])[F:18])=[CH:12][CH:11]=2)=[CH:5][CH:6]=1. Procedure: 0.300 g (1.059 mmol) of the above prepared [2-methyl-6-(4-trifluoromethoxy-phenyl)-pyridin-3-yl]-methanol was dissolved in 5.3 ml of CH2Cl2 and treated dropwise at 0° C. with 0.15 ml (2 eq.) of SOCl2. The reaction mixture was kept at 0° C. for 5 Min. and at RT for 30 Min. Pouring onto crashed ice/NaHCO3, twofold extraction with AcOEt, washing with water, drying over sodium sulfate and evaporation of the solvents generated 0.315 g of pure title compound as light yellow oil. Reactants: O=Cc1ccc(F)cc1, [K+], [K+], [Na+], O=C([O-])[O-], O=C([O-])O, CN(C)C=O, Oc1ccc(-c2ncco2)cc1. The product is O=Cc1ccc(Oc2ccc(-c3ncco3)cc2)cc1. Reaction SMILES: [F:19][c:20]1[cH:21][cH:22][c:23]([CH:24]=[O:25])[cH:26][cH:27]1.[K+:13].[K+:14].[Na+:32].[O-:15][C:16]([O-:17])=[O:18].[O-:28][C:29]([OH:30])=[O:31].[O:33]=[CH:34][N:35]([CH3:36])[CH3:37].[o:1]1[c:2](-[c:6]2[cH:7][cH:8][c:9]([OH:12])[cH:10][cH:11]2)[n:3][cH:4][cH:5]1>>[o:1]1[c:2](-[c:6]2[cH:7][cH:8][c:9]([O:12][c:20]3[cH:21][cH:22][c:23]([CH:24]=[O:25])[cH:26][cH:27]3)[cH:10][cH:11]2)[n:3][cH:4][cH:5]1. Starting materials: O[PH2]=O (H3PO2), P(=O)([O-])([O-])[O-].[Ca+2].[Ca+2].[Ca+2].[Ca+2].[Ca+2].[Ca+2].[Ca+2].[Ca+2] (octacalcium phosphate), Ca8H2(PO4)6-5H2O, Ca(NO3)2.4H2O, Ca phosphate, O.O.O.O.[N+](=O)([O-])[O-].[Ca+2].[N+](=O)([O-])[O-] (calcium nitrate tetrahydrate). Run at time 3 minute. Yields the product P(=O)([O-])([O-])[O-].[Ca+2].P(=O)([O-])([O-])[O-].[Ca+2].[Ca+2] (Calcium Phosphate). Reaction SMILES: O[PH2]=O.[P:4]([O-:8])([O-:7])([O-:6])=[O:5].[Ca+2:9].[Ca+2].[Ca+2].[Ca+2].[Ca+2].[Ca+2].[Ca+2].[Ca+2].O.O.O.O.[N+]([O-])([O-])=O.[Ca+2].[N+]([O-])([O-])=O>>[P:4]([O-:8])([O-:7])([O-:6])=[O:5].[Ca+2:9].[P:4]([O-:8])([O-:7])([O-:6])=[O:5].[Ca+2:9].[Ca+2:9] |f:1.2.3.4.5.6.7.8.9,10.11.12.13.14.15.16,17.18.19.20.21|. Reported procedure: An aqueous solution of 8.06 g 50 wt % H3PO2 reagent was combined with 6.00 g distilled water to form a clear, colorless solution in a 250 ml Pyrex beaker on a hotplate/stirrer. To this solution was added 19.23 g Ca(NO3)2.4H2O. The molar ratio of Ca/phosphate in this sample was 4/3 and the equivalent solids [as octacalcium phosphate, Ca8H2(PO4)6-5H2O] was 30.0 wt %. Endothermic dissolution of the calcium nitrate tetrahydrate proceeded under ambient conditions, eventually forming a homogeneous sol... Reactants: C(C)(C)N(CC)C(C)C (Diisopropylethylamine), C(C)(C)(C)OC(NC1CCNCC1)=O (piperidin-4-yl-carbamic acid tert-butyl ester), ClC=1C=C(C=CC1[N+](=O)[O-])S(=O)(=O)Cl (3-chloro-4-nitrobenzene sulfonyl chloride). Run in C(Cl)Cl (DCM), C(Cl)Cl (DCM). Conditions: time 1 hour. The product is C(C)(C)(C)OC(NC1CCN(CC1)S(=O)(=O)C1=CC(=C(C=C1)[N+](=O)[O-])Cl)=O ([1-(3-Chloro-4-nitro-benzenesulfonyl)-piperidin-4-yl]carbamic acid tert-butyl ester). Isolated yield 83.8%. Reaction SMILES: C(N(C(C)C)CC)(C)C.[C:10]([O:14][C:15](=[O:23])[NH:16][CH:17]1[CH2:22][CH2:21][NH:20][CH2:19][CH2:18]1)([CH3:13])([CH3:12])[CH3:11].[Cl:24][C:25]1[CH:26]=[C:27]([S:34](Cl)(=[O:36])=[O:35])[CH:28]=[CH:29][C:30]=1[N+:31]([O-:33])=[O:32]>C(Cl)Cl>[C:10]([O:14][C:15](=[O:23])[NH:16][CH:17]1[CH2:22][CH2:21][N:20]([S:34]([C:27]2[CH:28]=[CH:29][C:30]([N+:31]([O-:33])=[O:32])=[C:25]([Cl:24])[CH:26]=2)(=[O:36])=[O:35])[CH2:19][CH2:18]1)([CH3:13])([CH3:11])[CH3:12]. Procedure details: Diisopropylethylamine (1.74 ml, 9.98 mmol) was added in one portion to a stirred solution of piperidin-4-yl-carbamic acid tert-butyl ester (0.25 g, 1.25 mmol) in DCM (5 ml) at room temperature. To this mixture was added 3-chloro-4-nitrobenzene sulfonyl chloride (0.32 g, 1.25 mmol) in one portion and the mixture was stirred at room temperature under a nitrogen atmosphere for 1 hour. After this time the mixture was diluted with DCM (100 ml) and washed sequentially with HCl (1M solution, 50 ml), Na... Starting materials: [Li]C(C)(C)C, FC(F)(F)Oc1ccc(OC2CC2)c(I)c1, [Cl-], [NH4+], C1CCOC1. The product is O=Cc1cc(OC(F)(F)F)ccc1OC1CC1. RXN SMILES: [C:17]([Li:18])([CH3:19])([CH3:20])[CH3:21].[CH:1]1([O:4][c:5]2[c:6]([I:16])[cH:7][c:8]([O:11][C:12]([F:13])([F:14])[F:15])[cH:9][cH:10]2)[CH2:2][CH2:3]1.[Cl-:22].[NH4+:23].[O:24]1[CH2:25][CH2:28][CH2:27][CH2:26]1>>[CH:1]1([O:4][c:5]2[c:6]([CH:25]=[O:24])[cH:7][c:8]([O:11][C:12]([F:13])([F:14])[F:15])[cH:9][cH:10]2)[CH2:2][CH2:3]1. Starting materials: Cc1cc(CN(CCC(C)C)C(=O)OC(C)(C)C)ccc1Br, COCCOC, O=[N+]([O-])c1ccc(B(O)O)cc1, [Na+], [Na+], O=C([O-])[O-], [Pd], c1ccc(P(c2ccccc2)c2ccccc2)cc1, c1ccc(P(c2ccccc2)c2ccccc2)cc1, c1ccc(P(c2ccccc2)c2ccccc2)cc1, c1ccc(P(c2ccccc2)c2ccccc2)cc1. Yields the product Cc1cc(CN(CCC(C)C)C(=O)OC(C)(C)C)ccc1-c1ccc([N+](=O)[O-])cc1. Reaction SMILES: [C:1]([CH3:2])([CH3:3])([CH3:4])[O:5][C:6]([N:7]([CH2:8][CH2:9][CH:10]([CH3:11])[CH3:12])[CH2:13][c:14]1[cH:15][c:16]([CH3:21])[c:17]([Br:20])[cH:18][cH:19]1)=[O:22].[CH3:41][O:42][CH2:43][CH2:44][O:45][CH3:46].[N+:23](=[O:24])([O-:25])[c:26]1[cH:27][cH:28][c:29]([B:32]([OH:33])[OH:34])[cH:30][cH:31]1.[Na+:35].[Na+:36].[O-:37][C:38](=[O:39])[O-:40].[Pd:47].[c:105]1([P:106]([c:107]2[cH:108][cH:109][cH:110][cH:111][cH:112]2)[c:113]2[cH:114][cH:115][cH:116][cH:117][cH:118]2)[cH:119][cH:120][cH:121][cH:122][cH:123]1.[c:48]1([P:49]([c:50]2[cH:51][cH:52][cH:53][cH:54][cH:55]2)[c:56]2[cH:57][cH:58][cH:59][cH:60][cH:61]2)[cH:62][cH:63][cH:64][cH:65][cH:66]1.[c:67]1([P:68]([c:69]2[cH:70][cH:71][cH:72][cH:73][cH:74]2)[c:75]2[cH:76][cH:77][cH:78][cH:79][cH:80]2)[cH:81][cH:82][cH:83][cH:84][cH:85]1.[c:86]1([P:87]([c:88]2[cH:89][cH:90][cH:91][cH:92][cH:93]2)[c:94]2[cH:95][cH:96][cH:97][cH:98][cH:99]2)[cH:100][cH:101][cH:102][cH:103][cH:104]1>>[C:1]([CH3:2])([CH3:3])([CH3:4])[O:5][C:6]([N:7]([CH2:8][CH2:9][CH:10]([CH3:11])[CH3:12])[CH2:13][c:14]1[cH:15][c:16]([CH3:21])[c:17](-[c:29]2[cH:28][cH:27][c:26]([N+:23](=[O:24])[O-:25])[cH:31][cH:30]2)[cH:18][cH:19]1)=[O:22].